From a dataset of the Open Reaction Database (ORD), a public repository of structured organic reaction records. describe an organic reaction: reactants, conditions, products, and yield The reagents and catalysts are [Pd] (palladium on carbon). Reaction SMILES: [C:1]([O:5][C:6]([N:8]1[CH2:13][CH2:12][N:11]([C:14]2[CH:19]=[CH:18][CH:17]=[CH:16][C:15]=2[O:20][CH2:21][CH:22]([NH:24][C:25](OCC2C=CC=CC=2)=O)[CH3:23])[CH2:10][CH2:9]1)=[O:7])([CH3:4])([CH3:3])[CH3:2].[H][H].C(=O)([O-])[O-].[K+].[K+].I[C:44](I)([CH2:47]C)[CH2:45][CH3:46]>CO.[Pd].C(#N)C>[C:1]([O:5][C:6]([N:8]1[CH2:13][CH2:12][N:11]([C:14]2[CH:19]=[CH:18][CH:17]=[CH:16][C:15]=2[O:20][CH2:21][CH:22]([N:24]2[CH2:25][CH2:46][CH2:45][CH2:44][CH2:47]2)[CH3:23])[CH2:10][CH2:9]1)=[O:7])([CH3:4])([CH3:2])[CH3:3] |f:2.3.4|. Product: C(C)(C)(C)OC(=O)N1CCN(CC1)C1=C(C=CC=C1)OCC(C)N1CCCCC1 (4-[2-(2-Piperidin-1-yl-propoxy)-phenyl]-piperazine-1-carboxylic acid tert-butyl ester). Procedure: The compound of Step 1 (5.33 g, 11.36 mmol) was dissolved in methanol (200 mL), and palladium on carbon (50% water, 5.0 g) was then added. A hydrogen atmosphere was established using balloons and the reaction stirred at r.t. for about 4 hours. The catalyst was removed by filtration with ethyl acetate (200 mL) through a bed of celite. Compound was isolated, and the residue (1.0 g, 2.13 mmol) was dissolved in acetonitrile (55 mL). Potassium carbonate (1.18 g, 8.52 mmol) was added, and the mixture ... Reaction conditions: time 4 hour. Reactants: C([O-])([O-])=O.[K+].[K+] (Potassium carbonate), C(C)(C)(C)OC(=O)N1CCN(CC1)C1=C(C=CC=C1)OCC(C)NC(=O)OCC1=CC=CC=C1 (4-[2-(2-Benzyloxycarbonylamino-propoxy)-phenyl]-piperazine-1-carboxylic acid tert-butyl ester), [H][H] (hydrogen), residue, IC(CC)(CC)I (diiodopentane). Yield: 100.6%. The solvent is CO (methanol), C(C)#N (acetonitrile), C(C)#N (acetonitrile). Starting materials: BrCc1ccccc1, CCOC(=O)c1ccc2c([nH]c3ccccc32)c1C, CN(C)C=O, [Cl-], [H-], [NH4+], [Na+]. The product is CCOC(=O)c1ccc2c3ccccc3n(Cc3ccccc3)c2c1C. Reaction SMILES: [Br:22][CH2:23][c:24]1[cH:25][cH:26][cH:27][cH:28][cH:29]1.[CH3:1][c:2]1[c:3]([C:15](=[O:16])[O:17][CH2:18][CH3:19])[cH:4][cH:5][c:6]2[c:7]3[cH:8][cH:9][cH:10][cH:11][c:12]3[nH:13][c:14]12.[CH3:32][N:33]([CH3:34])[CH:35]=[O:36].[Cl-:30].[H-:20].[NH4+:31].[Na+:21]>>[CH3:1][c:2]1[c:3]([C:15](=[O:16])[O:17][CH2:18][CH3:19])[cH:4][cH:5][c:6]2[c:7]3[cH:8][cH:9][cH:10][cH:11][c:12]3[n:13]([CH2:23][c:24]3[cH:25][cH:26][cH:27][cH:28][cH:29]3)[c:14]12. The reactants are FC1=CC=C(CN)C=C1 (4-fluorobenzylamine), COC(C1=CC=C(C=C1)C=1N=C(C2=C(N1)SC(=C2)C)Cl)=O (4-(4-chloro-6-methyl-thieno-[2,3-d]-pyrimidin-2-yl)-benzoic acid methylester). Yields the product COC(C1=CC=C(C=C1)C=1N=C(C2=C(N1)SC(=C2)C)NCC2=CC=C(C=C2)F)=O (4-[4-(4-fluorobenzylamino)-6-methyl-thieno-[2,3-d]-pyrimidin-2-yl]-benzoic acid methylester). As a reaction SMILES: [F:1][C:2]1[CH:9]=[CH:8][C:5]([CH2:6][NH2:7])=[CH:4][CH:3]=1.[CH3:10][O:11][C:12](=[O:30])[C:13]1[CH:18]=[CH:17][C:16]([C:19]2[N:20]=[C:21](Cl)[C:22]3[CH:27]=[C:26]([CH3:28])[S:25][C:23]=3[N:24]=2)=[CH:15][CH:14]=1>>[CH3:10][O:11][C:12](=[O:30])[C:13]1[CH:14]=[CH:15][C:16]([C:19]2[N:20]=[C:21]([NH:7][CH2:6][C:5]3[CH:8]=[CH:9][C:2]([F:1])=[CH:3][CH:4]=3)[C:22]3[CH:27]=[C:26]([CH3:28])[S:25][C:23]=3[N:24]=2)=[CH:17][CH:18]=1. Procedure details: The reaction procedure as above wherein 4-fluorobenzylamine is reacted with 4-(4-chloro-6-methyl-thieno-[2,3-d]-pyrimidin-2-yl)-benzoic acid methylester yields 4-[4-(4-fluorobenzylamino)-6-methyl-thieno-[2,3-d]-pyrimidin-2-yl]-benzoic acid methylester. The reactants are C(C1=CC=CC=C1)N1C(N([C@H]([C@H]1C(=O)O)C(=O)O)CC1=CC=CC=C1)=O (cis-1,3-dibenzyl-2-oxoimidazolidine-4,5-dicarboxylic acid), C1=CC=CC=C1 (benzene), S(O)(O)(=O)=O (sulfuric acid), C(C)O (ethanol). Yields the product C(C1=CC=CC=C1)N1C(N([C@H]([C@H]1C(=O)OCC)C(=O)OCC)CC1=CC=CC=C1)=O (diethyl cis-1,3-dibenzyl-2-oxoimidazolidine-4,5-dicarboxylate). As a reaction SMILES: [CH2:1]([N:8]1[C@H:12]([C:13]([OH:15])=[O:14])[C@H:11]([C:16]([OH:18])=[O:17])[N:10]([CH2:19][C:20]2[CH:25]=[CH:24][CH:23]=[CH:22][CH:21]=2)[C:9]1=[O:26])[C:2]1[CH:7]=[CH:6][CH:5]=[CH:4][CH:3]=1.[CH:27]1C=CC=C[CH:28]=1.S(=O)(=O)(O)O.[CH2:38](O)[CH3:39]>>[CH2:19]([N:10]1[C@H:11]([C:16]([O:18][CH2:27][CH3:28])=[O:17])[C@H:12]([C:13]([O:15][CH2:38][CH3:39])=[O:14])[N:8]([CH2:1][C:2]2[CH:3]=[CH:4][CH:5]=[CH:6][CH:7]=2)[C:9]1=[O:26])[C:20]1[CH:25]=[CH:24][CH:23]=[CH:22][CH:21]=1. Procedure details: A mixture of cis-1,3-dibenzyl-2-oxoimidazolidine-4,5-dicarboxylic acid (35.4 g), benzene (500 ml), 99.5% ethanol (45 ml) and conc. sulfuric acid (5.0 g) was refluxed for 10 hours, cooled, washed successively with water, 5% aqueous sodium hydroxide and water, and then concentrated under reduced pressure. The residue was recrystallized from 95% ethanol to give diethyl cis-1,3-dibenzyl-2-oxoimidazolidine-4,5-dicarboxylate (32.1 g). M.P., 74°-76° C. Reactants: C(C)C(CC)C=1C=2N(N=C(C1)C)C(=C(N2)C)C=2SC=CC2C (8-(1-Ethyl-propyl)-2,6-dimethyl-3-(3-methyl-thiophen-2-yl)-imidazo[1,2-b]pyridazine), C1CC(=O)N(C1=O)Br (NBS). The solvent is C(Cl)Cl (CH2Cl2). Conditions: time 2 hour. Yields the product BrC1=CC(=C(S1)C1=C(N=C2N1N=C(C=C2C(CC)CC)C)C)C (3-(5-bromo-3-methyl-thiophen-2-yl)-8-(1-ethyl-propyl)-2,6-dimethyl-imidazo[1,2-b]pyridazine). The yield is 95.0%. RXN SMILES: [CH2:1]([CH:3]([C:6]1[C:7]2[N:8]([C:13]([C:17]3[S:18][CH:19]=[CH:20][C:21]=3[CH3:22])=[C:14]([CH3:16])[N:15]=2)[N:9]=[C:10]([CH3:12])[CH:11]=1)[CH2:4][CH3:5])[CH3:2].C1C(=O)N([Br:30])C(=O)C1>C(Cl)Cl>[Br:30][C:19]1[S:18][C:17]([C:13]2[N:8]3[N:9]=[C:10]([CH3:12])[CH:11]=[C:6]([CH:3]([CH2:4][CH3:5])[CH2:1][CH3:2])[C:7]3=[N:15][C:14]=2[CH3:16])=[C:21]([CH3:22])[CH:20]=1. Procedure: To a solution of 8-(1-Ethyl-propyl)-2,6-dimethyl-3-(3-methyl-thiophen-2-yl)-imidazo[1,2-b]pyridazine (8.83 g, 28.17 mmol) and CH2Cl2 (90 mL) is added NBS (5.26 g, 29.58 mmol). The solution is stirred at ambient temperature for 2 hours. The solution is washed with water (3×75 mL), dried over MgSO4, filtered and concentrated to furnish the title compound (10.5 g, 26.76 mmol, 95%). 1H NMR (CDCl3), δ 0.87 (t, J=7.3 Hz, 6H), 1.73-1.93 (m, 4H), 2.09 (s, 3H), 2.44 (s, 3H), 2.51 (s, 3H), 3.26-3.36 (m, 1... As a reaction SMILES: [Cl:1][C:2]1[CH:19]=[CH:18][CH:17]=[CH:16][C:3]=1[C:4]([C:6]1[S:10][C:9]2[CH:11]=[CH:12][CH:13]=[CH:14][C:8]=2[C:7]=1[OH:15])=O.P(Cl)(Cl)(Cl)(Cl)Cl.[NH3:26]>C(OCC)(=O)C>[NH2:26]/[C:4](/[C:3]1[CH:16]=[CH:17][CH:18]=[CH:19][C:2]=1[Cl:1])=[C:6]1\[C:7](=[O:15])[C:8]2[CH:14]=[CH:13][CH:12]=[CH:11][C:9]=2[S:10]\1. The solvent is C(C)(=O)OCC (ethyl acetate). Isolated yield 33.0%. Reported procedure: Prepared as in Example 1 from 2-(2-chlorobenzoyl)-benzo[b]-thiophen-3-ol, phosphorus(V) chloride and concentrated ammonia with a yield of 33% of theory; m.p. 167°-168° C. (ethyl acetate) Product: N\C(=C\1/C(C2=C(S1)C=CC=C2)=O)\C2=C(C=CC=C2)Cl ((E)-2-[(Amino)-(2-chlorophenyl)methylene]-benzo[b]thiophen-3(2H)-one). Reactants: ClC1=C(C(=O)C2=C(C3=C(S2)C=CC=C3)O)C=CC=C1 (2-(2-chlorobenzoyl)-benzo[b]-thiophen-3-ol), P(Cl)(Cl)(Cl)(Cl)Cl (phosphorus(V) chloride), N (ammonia). Reactants: IC=1C=CC(N(C1)C1CCC(CC1)N1CC(C1)NC(=O)CNC(C1=CC(=CC=C1)C(F)(F)F)=O)=O (N-({1-[4-(5-Iodo-2-oxo-2H-pyridin-1-yl)-cyclohexyl]-azetidin-3-ylcarbamoyl}-methyl)-3-trifluoromethyl-benzamide), C(#C)[Si](C)(C)C (ethynyl-trimethyl-silane), TEA, CCCC[N+](CCCC)(CCCC)CCCC.[F-] (TBAF). Reagents/catalysts: Cl[Pd]([P](C1=CC=CC=C1)(C2=CC=CC=C2)C3=CC=CC=C3)([P](C4=CC=CC=C4)(C5=CC=CC=C5)C6=CC=CC=C6)Cl (Pd(Ph3P)2Cl2), [Cu]I (CuI). The solvent is C1CCOC1 (THF). Run at time 8 hour. Product: C(#C)C=1C=CC(N(C1)C1CCC(CC1)N1CC(C1)NC(=O)CNC(C1=CC(=CC=C1)C(F)(F)F)=O)=O (N-({1-[4-(5-Ethynyl-2-oxo-2H-pyridin-1-yl)-cyclohexyl]-azetidin-3-ylcarbamoyl}-methyl)-3-trifluoromethyl-benzamide). RXN SMILES: I[C:2]1[CH:3]=[CH:4][C:5](=[O:35])[N:6]([CH:8]2[CH2:13][CH2:12][CH:11]([N:14]3[CH2:17][CH:16]([NH:18][C:19]([CH2:21][NH:22][C:23](=[O:34])[C:24]4[CH:29]=[CH:28][CH:27]=[C:26]([C:30]([F:33])([F:32])[F:31])[CH:25]=4)=[O:20])[CH2:15]3)[CH2:10][CH2:9]2)[CH:7]=1.[C:36]([Si](C)(C)C)#[CH:37].CCCC[N+](CCCC)(CCCC)CCCC.[F-]>C1COCC1.Cl[Pd](Cl)([P](C1C=CC=CC=1)(C1C=CC=CC=1)C1C=CC=CC=1)[P](C1C=CC=CC=1)(C1C=CC=CC=1)C1C=CC=CC=1.[Cu]I>[C:36]([C:2]1[CH:3]=[CH:4][C:5](=[O:35])[N:6]([CH:8]2[CH2:13][CH2:12][CH:11]([N:14]3[CH2:17][CH:16]([NH:18][C:19]([CH2:21][NH:22][C:23](=[O:34])[C:24]4[CH:29]=[CH:28][CH:27]=[C:26]([C:30]([F:33])([F:31])[F:32])[CH:25]=4)=[O:20])[CH2:15]3)[CH2:10][CH2:9]2)[CH:7]=1)#[CH:37] |f:2.3,^1:67,86|. Procedure details: N-({1-[4-(5-Iodo-2-oxo-2H-pyridin-1-yl)-cyclohexyl]-azetidin-3-ylcarbamoyl}-methyl)-3-trifluoromethyl-benzamide (as prepared in Example 8, Step C, 450 mg, 0.75 mmol), ethynyl-trimethyl-silane (Fluka, 100 mg, 1.02 mmol), Pd(Ph3P)2Cl2 (Aldrich, 0.02 mmol), CuI (Aldrich, 0.02 mmol) and TEA (1 mL) were mixed in THF (6 mL) at room temperature under argon. The reaction was stirred overnight. The solid was filtered off and the residue was partitioned between water and a chloroform/IPA “cocktail” (˜3:1,... The reactants are C1(=CC=CC=C1)C=1N=C(SC1)N (4-phenyl 2-amino thiazole), ClC(C)Cl (dichloroethane), C1(CCC(=O)O1)=O (succinic anhydride). Yields the product C1(=CC=CC=C1)C=1N=C(SC1)NC(CCC(=O)O)=O (N(4-phenyl 2-thiazolyl) succinamic acid). As a reaction SMILES: [C:1]1([C:7]2[N:8]=[C:9]([NH2:12])[S:10][CH:11]=2)[CH:6]=[CH:5][CH:4]=[CH:3][CH:2]=1.ClC(Cl)C.[C:17]1(=[O:23])[O:22][C:20](=[O:21])[CH2:19][CH2:18]1>>[C:1]1([C:7]2[N:8]=[C:9]([NH:12][C:17](=[O:23])[CH2:18][CH2:19][C:20]([OH:22])=[O:21])[S:10][CH:11]=2)[CH:2]=[CH:3][CH:4]=[CH:5][CH:6]=1. Procedure: 35.2 g of 4-phenyl 2-amino thiazole are dissolved in 350 ml of boiling 1-2 dichloroethane. To this solution add 20 g of succinic anhydride. The amide formed crystallizes; keep under reflux for five hours and filter. By recrystallization from alcohol there are recovered 39 g (70%) of the product of the formula ##STR12## Reactants: O=C1CCC(c2ccc(Br)cc2)CC1, CCCCCC, COC(C)(C)C, [Cl-], C1CCOC1, COC[P+](c1ccccc1)(c1ccccc1)c1ccccc1. As a reaction SMILES: [Br:24][c:25]1[cH:26][cH:27][c:28]([CH:31]2[CH2:32][CH2:33][C:34](=[O:37])[CH2:35][CH2:36]2)[cH:29][cH:30]1.[CH3:38][CH2:39][CH2:40][CH2:41][CH2:42][CH3:43].[CH3:44][O:45][C:46]([CH3:47])([CH3:48])[CH3:49].[Cl-:1].[O:50]1[CH2:51][CH2:52][CH2:53][CH2:54]1.[c:2]1([P+:3]([c:4]2[cH:5][cH:6][cH:7][cH:8][cH:12]2)([CH2:9][O:10][CH3:11])[c:13]2[cH:14][cH:15][cH:16][cH:17][cH:18]2)[cH:19][cH:20][cH:21][cH:22][cH:23]1>>[CH:9]([O:10][CH3:11])=[C:34]1[CH2:33][CH2:32][CH:31]([c:28]2[cH:27][cH:26][c:25]([Br:24])[cH:30][cH:29]2)[CH2:36][CH2:35]1. The product is COC=C1CCC(c2ccc(Br)cc2)CC1. Starting materials: CC1=C2CCCC2=C(C=C1OC)C (4,7-dimethyl-5-methoxyindane), B(Br)(Br)Br (boron tribromide). Solvent: ClCCl (dichloromethane), ClCCl (dichloromethane). Reaction conditions: time 1 hour. Yields the product CC1=C2CCCC2=C(C=C1O)C (4,7-dimethyl-5-hydorxyindane). The yield is 99.3%. RXN SMILES: [CH3:1][C:2]1[C:10]([O:11]C)=[CH:9][C:8]([CH3:13])=[C:7]2[C:3]=1[CH2:4][CH2:5][CH2:6]2.B(Br)(Br)Br>ClCCl>[CH3:1][C:2]1[C:10]([OH:11])=[CH:9][C:8]([CH3:13])=[C:7]2[C:3]=1[CH2:4][CH2:5][CH2:6]2. Procedure: To a solution of 4,7-dimethyl-5-methoxyindane (3.5 g) in dichloromethane (30 ml) was added a solution of boron tribromide (5.08 g) in dichloromethane (2 ml) at -78° C. The temperature was raised slowly to room temperature and the mixture was stirred at the same temperature for 1 hour. The mixture was extracted by addition of ice-water (10 ml) and ethyl acetate (50 ml). The organic layer was washed with aqueous sodum bicarbonate, water and saturated saline and dried with anhydrous magnesium sulfa...